From a dataset of the Open Reaction Database (ORD), a public repository of structured organic reaction records. describe an organic reaction: reactants, conditions, products, and yield Starting materials: NC=1SC=CN1 (2-amino thiazole), C(C)(C)(C)[N+]#[C-] (tert-butylisonitrile), COC=1C=C(C=O)C=CC1OC (3,4-dimethoxybenzaldehyde). The solvent is Cl(=O)(=O)(=O)O (perchloric acid). Product: C(C)(C)(C)NC1=C(N=C2SC=CN21)C2=CC(=C(C=C2)OC)OC (tert-Butyl-[6-(3,4-dimethoxy-phenyl)-imidazo[2,1-b]thiazol-5-yl]-amine). RXN SMILES: [NH2:1][C:2]1[S:3][CH:4]=[CH:5][N:6]=1.[C:7]([N+:11]#[C-:12])([CH3:10])([CH3:9])[CH3:8].[CH3:13][O:14][C:15]1[CH:16]=[C:17]([CH:20]=[CH:21][C:22]=1[O:23][CH3:24])[CH:18]=O>Cl(O)(=O)(=O)=O>[C:7]([NH:11][C:12]1[N:6]2[C:2]([S:3][CH:4]=[CH:5]2)=[N:1][C:18]=1[C:17]1[CH:20]=[CH:21][C:22]([O:23][CH3:24])=[C:15]([O:14][CH3:13])[CH:16]=1)([CH3:10])([CH3:9])[CH3:8]. Procedure details: Compound 26 was prepared in accordance with the general synthesis instructions from 1.0 ml (0.1 mmol) 2-amino thiazole solution (0.1 M, MC), 0.575 ml (0.115 mmol) tert-butylisonitrile solution (0.2 M, MC), 0.500 ml (0.15 mmol) 3,4-dimethoxybenzaldehyde solution (0.3 M, MC) and 10 μl perchloric acid (w=20%) in a substance library.